From a dataset of the Open Reaction Database (ORD), a public repository of structured organic reaction records. describe an organic reaction: reactants, conditions, products, and yield Starting materials: C1CCOC1, CCC(C)CC(C)=O, CC[O-], CC[O-], CC[O-], CC[O-], CC(C)(C)S(N)=O, [Ti+4]. Product: CCC(C)CC(C)=NS(=O)C(C)(C)C. RXN SMILES: [CH2:16]1[O:17][CH2:18][CH2:19][CH2:20]1.[CH3:1][CH:2]([CH2:3][C:4]([CH3:5])=[O:6])[CH2:7][CH3:8].[CH3:21][CH2:22][O-:23].[CH3:25][CH2:26][O-:27].[CH3:28][CH2:29][O-:30].[CH3:31][CH2:32][O-:33].[CH3:9][C:10]([CH3:11])([CH3:12])[S:13](=[O:14])[NH2:15].[Ti+4:24]>>[CH3:1][CH:2]([CH2:3][C:4]([CH3:5])=[N:15][S:13]([C:10]([CH3:9])([CH3:11])[CH3:12])=[O:14])[CH2:7][CH3:8]. The reactants are [Al+3], C1CCOC1, CCOC(C)=O, N#Cc1ccc(N2CCOCC2)c(F)c1, [H-], [H-], [H-], [H-], [Li+], [Na+], [OH-], O. Yields the product NCc1ccc(N2CCOCC2)c(F)c1. Reaction SMILES: [Al+3:7].[CH2:1]1[O:2][CH2:3][CH2:4][CH2:5]1.[CH3:29][CH2:30][O:31][C:32](=[O:33])[CH3:34].[F:12][c:13]1[cH:14][c:15]([C:16]#[N:17])[cH:18][cH:19][c:20]1[N:21]1[CH2:22][CH2:23][O:24][CH2:25][CH2:26]1.[H-:10].[H-:11].[H-:6].[H-:9].[Li+:8].[Na+:28].[OH-:27].[OH2:35]>>[F:12][c:13]1[cH:14][c:15]([CH2:16][NH2:17])[cH:18][cH:19][c:20]1[N:21]1[CH2:22][CH2:23][O:24][CH2:25][CH2:26]1. Starting materials: C(C=C)(=O)N (acrylic amide), C(C=C)(=O)N (acrylic amide), C1=CC=CC=2SC3=CC=CC=C3NC12 (Phenothiazine), BrCCCCOC1=CC=CC=C1 ((4-bromobutoxy)benzene), [OH-].[K+] (potassium hydroxide). The solvent is CN(C=O)C (N,N-dimethylformamide), C1=CC=CC=C1 (Benzene), C1=CC=CC=C1 (benzene). Product: O(C1=CC=CC=C1)CCCCNC(C=C)=O (N-(4-phenoxybutyl)acrylic amide). Isolated yield 81.7%. RXN SMILES: [C:1]([NH2:5])(=[O:4])[CH:2]=[CH2:3].Br[CH2:7][CH2:8][CH2:9][CH2:10][O:11][C:12]1[CH:17]=[CH:16][CH:15]=[CH:14][CH:13]=1.[OH-].[K+].C1C2NC3C(=CC=CC=3)SC=2C=CC=1>C1C=CC=CC=1.CN(C)C=O>[O:11]([CH2:10][CH2:9][CH2:8][CH2:7][NH:5][C:1](=[O:4])[CH:2]=[CH2:3])[C:12]1[CH:17]=[CH:16][CH:15]=[CH:14][CH:13]=1 |f:2.3|. Reported procedure: Added to 20 ml of N,N-dimethylformamide were 1.34 g of acrylic amide and 3.4 g of (4-bromobutoxy)benzene. With stirring, 0.88 g of flaky potassium hydroxide which had been ground in a mortar was added. Phenothiazine was added in an amount of 0.5% based on the acrylic amide. After they were reacted at 0°-5° C. for 6 hours, insoluble matter was filtered off from the liquid reaction mixture. The solvent and unreacted raw materials were distilled off from the filtrate. The residue was extracted with... Starting materials: OC(CN)C1=CC(=CC=C1)C(F)(F)F (2-hydroxy-2-(3-trifluoromethylphenyl)ethanamine), CC1=CC=C(C=C1)CC(C)=O (4-methylphenylacetone), C(\C=C\C(=O)O)(=O)O (fumaric acid). Solvent: C1=CC=CC=C1 (benzene), CO (methanol). Product: CC1=CC=C(C=C1)CC(C)NCC(C1=CC(=CC=C1)C(F)(F)F)O (N-[2-(4-Methylphenyl)-1-methylethyl]-2-hydroxy-2-(3-trifluoromethylphenyl)ethanamine). Reaction SMILES: [OH:1][CH:2]([C:5]1[CH:10]=[CH:9][CH:8]=[C:7]([C:11]([F:14])([F:13])[F:12])[CH:6]=1)[CH2:3][NH2:4].[CH3:15][C:16]1[CH:21]=[CH:20][C:19]([CH2:22][C:23](=O)[CH3:24])=[CH:18][CH:17]=1.C(O)(=O)/C=C/C(O)=O>C1C=CC=CC=1.CO>[CH3:15][C:16]1[CH:21]=[CH:20][C:19]([CH2:22][CH:23]([NH:4][CH2:3][CH:2]([OH:1])[C:5]2[CH:10]=[CH:9][CH:8]=[C:7]([C:11]([F:12])([F:13])[F:14])[CH:6]=2)[CH3:24])=[CH:18][CH:17]=1. Reported procedure: A mixture of 2-hydroxy-2-(3-trifluoromethylphenyl)ethanamine (2.05 g) and 4-methylphenylacetone (1.48 g) was refluxed in benzene (70 ml) under Dean & Stark conditions for 4h. The solvent was removed under reduced pressure, replaced with methanol and sodium borohydride (3 g) added portionwise. The solvent was evaporated under reduced pressure, the residue partitioned between water and ether and the ether layer dried (MgSO4). Removal of the solvent under reduced pressure gave an oil which was diss...